From a dataset of the Open Reaction Database (ORD), a public repository of structured organic reaction records. describe an organic reaction: reactants, conditions, products, and yield Reactants: C(C)OC(=O)C=1N(C(=NC1C=1OC=CC1)C1=CC=C(C=C1)OC(F)(F)F)C1CC1 (3-cyclopropyl-5-furan-2-yl-2-(4-trifluoromethoxy-phenyl)-3H-imidazole-4-carboxylic acid ethyl ester), [Li+].[OH-] (LiOH). The solvent is C1CCOC1 (THF), CO (MeOH), O (H2O), CCOC(=O)C (EtOAc). The product is C1(CC1)N1C(=NC(=C1C(=O)O)C=1OC=CC1)C1=CC=C(C=C1)OC(F)(F)F (3-Cyclopropyl-5-furan-2-yl-2-(4-trifluoromethoxy-phenyl)-3H-imidazole-4-carboxylic acid). Yield: 9.8%. As a reaction SMILES: C([O:3][C:4]([C:6]1[N:7]([CH:27]2[CH2:29][CH2:28]2)[C:8]([C:16]2[CH:21]=[CH:20][C:19]([O:22][C:23]([F:26])([F:25])[F:24])=[CH:18][CH:17]=2)=[N:9][C:10]=1[C:11]1[O:12][CH:13]=[CH:14][CH:15]=1)=[O:5])C.[Li+].[OH-]>C1COCC1.CO.O.CCOC(C)=O>[CH:27]1([N:7]2[C:6]([C:4]([OH:5])=[O:3])=[C:10]([C:11]3[O:12][CH:13]=[CH:14][CH:15]=3)[N:9]=[C:8]2[C:16]2[CH:21]=[CH:20][C:19]([O:22][C:23]([F:25])([F:26])[F:24])=[CH:18][CH:17]=2)[CH2:29][CH2:28]1 |f:1.2|. Reported procedure: A solution of 0.076 g (1.87 mmol) of 3-cyclopropyl-5-furan-2-yl-2-(4-trifluoromethoxy-phenyl)-3H-imidazole-4-carboxylic acid ethyl ester and 0.013 g (5.42 mmol) of LiOH in 4 ml of THF, 2 ml of MeOH and 2 ml of H2O was stirred at 80° C. for 4.5 hours. The reaction mixture was then cooled to RT, diluted with EtOAc and washed with 10% KHSO4 solution and brine. The aqueous phases were extracted twice with EtOAc. The organic layers were dried over magnesium sulfate, filtered and concentrated in vacuo... Reactants: COc1ccc(S(=O)(=O)N2CCCCC(C(=O)O)C2C(=O)OC(C)(C)C)cc1, C1CCOC1. Yields the product COc1ccc(S(=O)(=O)N2CCCCC(CO)C2C(=O)OC(C)(C)C)cc1. RXN SMILES: [C:1]([CH3:2])([CH3:3])([CH3:4])[O:5][C:6](=[O:7])[CH:8]1[N:9]([S:18](=[O:19])(=[O:20])[c:21]2[cH:22][cH:23][c:24]([O:27][CH3:28])[cH:25][cH:26]2)[CH2:10][CH2:11][CH2:12][CH2:13][CH:14]1[C:15](=[O:16])[OH:17].[CH2:29]1[O:30][CH2:31][CH2:32][CH2:33]1>>[C:1]([CH3:2])([CH3:3])([CH3:4])[O:5][C:6](=[O:7])[CH:8]1[N:9]([S:18](=[O:19])(=[O:20])[c:21]2[cH:22][cH:23][c:24]([O:27][CH3:28])[cH:25][cH:26]2)[CH2:10][CH2:11][CH2:12][CH2:13][CH:14]1[CH2:15][OH:16]. The reactants are CN(/C=C/C(=O)C1=NN(C=CC1=O)C1=CC(=CC=C1)C(F)(F)F)C (3-((E)-3-Dimethylamino-acryloyl)-1-(3-trifluoromethyl-phenyl)-1H-pyridazin-4-one), COC1=CC=C(C=C1)NN (4-methoxy-phenylhydrazine), Cl (HCl). Product: COC1=CC=C(C=C1)N1N=CC=C1C1=NN(C=CC1=O)C1=CC(=CC=C1)C(F)(F)F (3-[2-(4-Methoxy-phenyl)-2H-pyrazol-3-yl]-1-(3-trifluoromethyl-phenyl)-1H-pyridazin-4-one). Isolated yield 10.0%. As a reaction SMILES: C[N:2](C)/[CH:3]=[CH:4]/[C:5]([C:7]1[C:12](=[O:13])[CH:11]=[CH:10][N:9]([C:14]2[CH:19]=[CH:18][CH:17]=[C:16]([C:20]([F:23])([F:22])[F:21])[CH:15]=2)[N:8]=1)=O.[CH3:25][O:26][C:27]1[CH:32]=[CH:31][C:30]([NH:33]N)=[CH:29][CH:28]=1.Cl>>[CH3:25][O:26][C:27]1[CH:32]=[CH:31][C:30]([N:33]2[C:5]([C:7]3[C:12](=[O:13])[CH:11]=[CH:10][N:9]([C:14]4[CH:19]=[CH:18][CH:17]=[C:16]([C:20]([F:23])([F:22])[F:21])[CH:15]=4)[N:8]=3)=[CH:4][CH:3]=[N:2]2)=[CH:29][CH:28]=1. Procedure: The product was obtained starting from 3-((E)-3-Dimethylamino-acryloyl)-1-(3-trifluoromethyl-phenyl)-1H-pyridazin-4-one (A-3) and 4-methoxy-phenylhydrazine×HCl according to the method described for Example 1 in 10% yield. MS: M=413.5 (M+H)+